From a dataset of the Open Reaction Database (ORD), a public repository of structured organic reaction records. describe an organic reaction: reactants, conditions, products, and yield Reactants: CC(=O)Cl, c1ccc(-c2c3c(nc4ccccc24)CCNCC3)cc1. Product: Cl, CC(=O)N1CCc2nc3ccccc3c(-c3ccccc3)c2CC1. As a reaction SMILES: [CH3:22][C:23]([Cl:24])=[O:25].[c:1]1(-[c:7]2[c:8]3[c:9]([n:10][c:11]4[cH:12][cH:13][cH:14][cH:15][c:16]24)[CH2:17][CH2:18][NH:19][CH2:20][CH2:21]3)[cH:2][cH:3][cH:4][cH:5][cH:6]1>>[ClH:24].[c:1]1(-[c:7]2[c:8]3[c:9]([n:10][c:11]4[cH:12][cH:13][cH:14][cH:15][c:16]24)[CH2:17][CH2:18][N:19]([C:23]([CH3:22])=[O:25])[CH2:20][CH2:21]3)[cH:2][cH:3][cH:4][cH:5][cH:6]1. The reactants are ClC1=NC=C(C(=N1)Cl)Br (2,4-dichloro-5-bromopyrimidine), [H-].[Na+] (NaH), N1=CNC2=C1C=CC=C2 (benzimidazole). The solvent is CN(C)C=O (DMF), CN(C)C=O (DMF), CCOC(=O)C (EtOAc). Run at time 10 minute. The product is ClC1=NC=C(C(=N1)N1C=NC2=C1C=CC=C2)Br (2-Chloro-4-(benzimidazol-1-yl)-5-bromopyrimidine), N1(C=NC2=C1C=CC=C2)C2=NC=C(C(=N2)Cl)Br (2-(benzimidazol-1-yl)-4-chloro-5-bromopyrimidine). As a reaction SMILES: [H-].[Na+].[N:3]1[C:7]2[CH:8]=[CH:9][CH:10]=[CH:11][C:6]=2[NH:5][CH:4]=1.[Cl:12][C:13]1[N:18]=[C:17]([Cl:19])[C:16]([Br:20])=[CH:15][N:14]=1>CN(C=O)C.CCOC(C)=O>[Cl:12][C:13]1[N:18]=[C:17]([N:3]2[C:7]3[CH:8]=[CH:9][CH:10]=[CH:11][C:6]=3[N:5]=[CH:4]2)[C:16]([Br:20])=[CH:15][N:14]=1.[N:3]1([C:13]2[N:18]=[C:17]([Cl:19])[C:16]([Br:20])=[CH:15][N:14]=2)[C:7]2[CH:8]=[CH:9][CH:10]=[CH:11][C:6]=2[N:5]=[CH:4]1 |f:0.1|. Procedure: To a suspension of NaH (23 mg) in 1.5 mL of DMF was added benzimidazole (111 mg). After gas evolution ceased, the mixture was stirred at room temperature for 10 min, then added to a solution of 2,4-dichloro-5-bromopyrimidine (178 mg) in 1 mL of DMF. The mixture was stirred for 3 h at room temperature, then diluted with 10 mL of EtOAc and quenched with 5 mL of water. The phases were separated and the organic phase was washed with 5 mL of water and 5 mL of brine, then dried over Na2SO4 and concent...